Dataset: the Open Reaction Database (ORD), a public repository of structured organic reaction records. Task: describe an organic reaction: reactants, conditions, products, and yield The reactants are ClC1=CC=C(C(=N)NO)C=C1 (4-chloro-N-hydroxy-benzamidine), C(C)OC(C#C)=O (propynoic acid ethyl ester). Solvent: CO (methanol). Run at temperature 190 celsius. Yields the product C(C)OC(=O)C=1NC(=NC1)C1=CC=C(C=C1)Cl (2-(4-Chloro-phenyl)-3H-imidazole-4-carboxylic acid ethyl ester). As a reaction SMILES: [Cl:1][C:2]1[CH:11]=[CH:10][C:5]([C:6]([NH:8]O)=[NH:7])=[CH:4][CH:3]=1.[CH2:12]([O:14][C:15](=[O:18])[C:16]#[CH:17])[CH3:13]>CO>[CH2:12]([O:14][C:15]([C:16]1[NH:7][C:6]([C:5]2[CH:10]=[CH:11][C:2]([Cl:1])=[CH:3][CH:4]=2)=[N:8][CH:17]=1)=[O:18])[CH3:13]. Procedure details: 1.0 g (5.9 mmol) of 4-chloro-N-hydroxy-benzamidine and 776 mg (7.96 mmol) of propynoic acid ethyl ester were dissolved in methanol and the resulting solution was boiled under reflux for 15 h. The solvent was removed under reduced pressure, and the residue was dissolved in Dowtherm A. This solution was heated to 190° C. for 2.5 h, allowed to cool, then poured into n-heptane. The precipitated product was filtered off and washed with n-heptane.